From a dataset of the Open Reaction Database (ORD), a public repository of structured organic reaction records. describe an organic reaction: reactants, conditions, products, and yield Reactants: ClS(=O)(=O)C1=CC=C(OC2=C(C=C(C=C2F)/C=C(/C(=O)O)\C)F)C=C1 ((E)-3-(4-(4-(chlorosulfonyl)phenoxy)-3,5-difluorophenyl)-2-methylacrylic acid), N (ammonia), amine, ClS(=O)(=O)C1=CC=C(OC2=C(C=C(C=C2F)/C=C(/C(=O)O)\C)F)C=C1 ((E)-3-(4-(4-(chlorosulfonyl)phenoxy)-3,5-difluorophenyl)-2-methylacrylic acid), intermediate 58.1. The product is FC=1C=C(C=C(C1OC1=CC=C(C=C1)S(N)(=O)=O)F)/C=C(/C(=O)O)\C ((E)-3-(3,5-difluoro-4-(4-sulfamoylphenoxy)phenyl)-2-methylacrylic acid). RXN SMILES: Cl[S:2]([C:5]1[CH:25]=[CH:24][C:8]([O:9][C:10]2[C:15]([F:16])=[CH:14][C:13](/[CH:17]=[C:18](\[CH3:22])/[C:19]([OH:21])=[O:20])=[CH:12][C:11]=2[F:23])=[CH:7][CH:6]=1)(=[O:4])=[O:3].[NH3:26]>>[F:23][C:11]1[CH:12]=[C:13](/[CH:17]=[C:18](\[CH3:22])/[C:19]([OH:21])=[O:20])[CH:14]=[C:15]([F:16])[C:10]=1[O:9][C:8]1[CH:24]=[CH:25][C:5]([S:2](=[O:4])(=[O:3])[NH2:26])=[CH:6][CH:7]=1. Procedure details: (E)-3-(4-(4-(chlorosulfonyl)phenoxy)-3,5-difluorophenyl)-2-methylacrylic acid (Intermediate 51.2) was converted to intermediate 58.1 using procedures outlined in Example 58, with aqueous ammonia as the amine. The title compound was obtained as a yellow solid. Reactants: ClC1=C(C=CC=C1)S(=O)(=O)[C@@H]1C[C@H](N(C1)C(=O)C1(CC1)C1=NC=C(C=C1F)Cl)C(=O)O ((2S,4R)-4-(2-Chloro-benzenesulfonyl)-1-[1-(5-chloro-3-fluoro-pyridin-2-yl)-cyclopropanecarbonyl]-pyrrolidine-2-carboxylic acid), C(CCC)NC(C([C@H](CCC)N)=O)=O ((S)-3-Amino-2-oxo-hexanoic acid butylamide). Product: C(CCC)NC(C([C@H](CCC)NC(=O)[C@H]1N(C[C@@H](C1)S(=O)(=O)C1=C(C=CC=C1)Cl)C(=O)C1(CC1)C1=NC=C(C=C1F)Cl)=O)=O ((2S,4R)—N—((S)-1-(butylamino)-1,2-dioxohexan-3-yl)-1-(1-(5-chloro-3-fluoropyridin-2-yl)cyclopropanecarbonyl)-4-(2-chlorophenylsulfonyl)pyrrolidine-2-carboxamide). RXN SMILES: [Cl:1][C:2]1[CH:7]=[CH:6][CH:5]=[CH:4][C:3]=1[S:8]([C@H:11]1[CH2:15][N:14]([C:16]([C:18]2([C:21]3[C:26]([F:27])=[CH:25][C:24]([Cl:28])=[CH:23][N:22]=3)[CH2:20][CH2:19]2)=[O:17])[C@H:13]([C:29](O)=[O:30])[CH2:12]1)(=[O:10])=[O:9].[CH2:32]([NH:36][C:37](=[O:45])[C:38](=[O:44])[C@@H:39]([NH2:43])[CH2:40][CH2:41][CH3:42])[CH2:33][CH2:34][CH3:35]>>[CH2:32]([NH:36][C:37](=[O:45])[C:38](=[O:44])[C@@H:39]([NH:43][C:29]([C@@H:13]1[CH2:12][C@@H:11]([S:8]([C:3]2[CH:4]=[CH:5][CH:6]=[CH:7][C:2]=2[Cl:1])(=[O:9])=[O:10])[CH2:15][N:14]1[C:16]([C:18]1([C:21]2[C:26]([F:27])=[CH:25][C:24]([Cl:28])=[CH:23][N:22]=2)[CH2:20][CH2:19]1)=[O:17])=[O:30])[CH2:40][CH2:41][CH3:42])[CH2:33][CH2:34][CH3:35]. Reported procedure: The title compound was prepared in analogy to Example 1, using (2S,4R)-4-(2-Chloro-benzenesulfonyl)-1-[1-(5-chloro-3-fluoro-pyridin-2-yl)-cyclopropanecarbonyl]-pyrrolidine-2-carboxylic acid and (S)-3-Amino-2-oxo-hexanoic acid butylamide in step 1. MS (m/e)=669.17 [M+H+].